From a dataset of the Open Reaction Database (ORD), a public repository of structured organic reaction records. describe an organic reaction: reactants, conditions, products, and yield Reactants: BrC1C(CCCC1)=O (2-bromocyclohexanone), NC(=O)N (urea), C(C)(=O)[O-].[NH4+] (ammonium acetate), C(C)(=O)O (acetic acid). Solvent: O (water). Yields the product N=1C(N=C2C1CCCC2)=O (4,5,6,7-tetrahydro-2-benzimidazolone). RXN SMILES: Br[CH:2]1[CH2:7][CH2:6][CH2:5][CH2:4][C:3]1=O.[NH2:9][C:10]([NH2:12])=[O:11].C([O-])(=O)C.[NH4+].C(O)(=O)C>O>[N:9]1[C:10](=[O:11])[N:12]=[C:2]2[CH2:7][CH2:6][CH2:5][CH2:4][C:3]=12 |f:2.3|. Procedure: A mixture of 2-bromocyclohexanone (6.23 g, 0.035 mol) and urea (2.1 g, 0.035 mol) is refluxed in a solution of ammonium acetate (10 g), acetic acid (15 mL) and water (50 mL) for 4 h. Upon cooling slowly to room temp, white crystals form in the reaction vessel. The solid is collected by suction filtration, washed thoroughly with water and ether, and dried in vacuo to afford 4,5,6,7-tetrahydro-2-benzimidazolone (Compound 7). Reactants: C(CC)OC(=O)C=1OC2=C(N1)C=C(C=C2)O (n-propyl-5-hydroxybenzoxazole-2-carboxylate), ClC=1C=CC2=C(N=C(O2)C(=O)[O-])C1O (5-chloro-4-hydroxybenzoxazole-2-carboxylate). Product: ClC=1C=CC2=C(N=C(O2)C(=O)OCCC)C1O (n-propyl 5-chloro-4-hydroxybenzoxazole-2-carboxylate). Reaction SMILES: [CH2:1](OC(C1OC2C=CC(O)=CC=2N=1)=O)[CH2:2][CH3:3].[Cl:17][C:18]1[CH:19]=[CH:20][C:21]2[O:25][C:24]([C:26]([O-:28])=[O:27])=[N:23][C:22]=2[C:29]=1[OH:30]>>[Cl:17][C:18]1[CH:19]=[CH:20][C:21]2[O:25][C:24]([C:26]([O:28][CH2:1][CH2:2][CH3:3])=[O:27])=[N:23][C:22]=2[C:29]=1[OH:30]. Reported procedure: When the carboxylic acid of Example 29 is replaced by 5-chloro-4-hydroxybenzoxazole-2-carboxylate, n-propyl 5-chloro-4-hydroxybenzoxazole-2-carboxylate is obtained. The reactants are FC1=C(OC2=C(NS(=O)(=O)C)C=CC(=C2)C(CC)=S)C=CC(=C1)F (2'-(2,4-difluorophenoxy)-4'-(methylthioacetyl)methanesulfonanilide), ClC1=CC(=CC=C1)C(=O)OO (m-chloroperbenzoic acid). Solvent: ClCCl (dichloromethane). Conditions: time 1 hour. Product: FC1=C(OC2=C(NS(=O)(=O)C)C=CC(=C2)C(CS(=O)(=O)C)=O)C=CC(=C1)F (2'-(2,4-difluorophenoxy)-4'-(methylsulfonylacetyl)methanesulfonanilide). Isolated yield 83.5%. RXN SMILES: [F:1][C:2]1[CH:23]=[C:22]([F:24])[CH:21]=[CH:20][C:3]=1[O:4][C:5]1[CH:15]=[C:14](C(=S)CC)[CH:13]=[CH:12][C:6]=1[NH:7][S:8]([CH3:11])(=[O:10])=[O:9].ClC1C=CC=[C:28]([C:32]([O:34]O)=O)C=1>ClCCl>[F:1][C:2]1[CH:23]=[C:22]([F:24])[CH:21]=[CH:20][C:3]=1[O:4][C:5]1[CH:15]=[C:14]([C:32](=[O:34])[CH2:28][S:8]([CH3:11])(=[O:10])=[O:9])[CH:13]=[CH:12][C:6]=1[NH:7][S:8]([CH3:11])(=[O:9])=[O:10]. Procedure details: A mixture of 2'-(2,4-difluorophenoxy)-4'-(methylthioacetyl)methanesulfonanilide (1.4 g) and m-chloroperbenzoic acid (1.4 g) in dichloromethane (15 ml) was stirred for 1 hour at room temperature. The mixture was washed with an aqueous solution of sodium bicarbonate and water, dried, and concentrated. The residue was recrystallized from ethyl acetate to give colorless crystals of 2'-(2,4-difluorophenoxy)-4'-(methylsulfonylacetyl)methanesulfonanilide (0.66 g), mp 162° to 163° C. The reactants are C(C1=CC=CC=C1)OC1=CC=CC(=N1)C1=CCN(CC1)C(=O)OC(C)(C)C (tert-butyl 4-(6-(benzyloxy)pyridin-2-yl)-5,6-dihydropyridine-1(2H)-carboxylate). The reagents and catalysts are [Pd] (Pd/C), [Pd] (Pd/C). The solvent is CO (methanol). Conditions: time 8 hour. The product is OC1=CC=CC(=N1)C1CCN(CC1)C(=O)OC(C)(C)C (tert-Butyl 4-(6-hydroxypyridin-2-yl)piperidine-1-carboxylate). Isolated yield 60.7%. Reaction SMILES: C([O:8][C:9]1[N:14]=[C:13]([C:15]2[CH2:20][CH2:19][N:18]([C:21]([O:23][C:24]([CH3:27])([CH3:26])[CH3:25])=[O:22])[CH2:17][CH:16]=2)[CH:12]=[CH:11][CH:10]=1)C1C=CC=CC=1>CO.[Pd]>[OH:8][C:9]1[N:14]=[C:13]([CH:15]2[CH2:20][CH2:19][N:18]([C:21]([O:23][C:24]([CH3:27])([CH3:26])[CH3:25])=[O:22])[CH2:17][CH2:16]2)[CH:12]=[CH:11][CH:10]=1. Procedure details: Add Pd/C (5 wt/wt %, 0.26 g, 0.12 mmol) to a solution of tert-butyl 4-(6-(benzyloxy)pyridin-2-yl)-5,6-dihydropyridine-1(2H)-carboxylate (2.6 g; 7.1 mmol) in methanol (20 mL) add Pd/C (5 wt/wt %, 0.26 g, 0.12 mmol) and stir overnight under a hydrogen balloon. Filter and concentrate under vacuum to give the crude product. Purify with normal phase silica gel flash column chromatography, using a gradient of 0-20% MeOH in DCM to give the title product as a white solid (1.2 g, 615). MS (m/z): 223 (M-t...